This data is from the Open Reaction Database (ORD), a public repository of structured organic reaction records. The task is: describe an organic reaction: reactants, conditions, products, and yield Product: CCCCn1c(=O)cc(SCCC)n(Cc2ccc(-c3ccccc3-c3nnnn3C(c3ccccc3)(c3ccccc3)c3ccccc3)cc2)c1=O. Starting materials: O=C([O-])[O-], CCCCn1c(=O)cc(Cl)n(Cc2ccc(-c3ccccc3-c3nnnn3C(c3ccccc3)(c3ccccc3)c3ccccc3)cc2)c1=O, CCCS, CC#N, [K+], [K+]. RXN SMILES: [C:55](=[O:56])([O-:57])[O-:58].[CH2:1]([CH2:2][CH2:3][CH3:4])[n:5]1[c:6](=[O:50])[n:7]([CH2:13][c:14]2[cH:15][cH:16][c:17](-[c:20]3[c:21](-[c:26]4[n:27][n:28][n:29][n:30]4[C:31]([c:32]4[cH:33][cH:34][cH:35][cH:36][cH:37]4)([c:38]4[cH:39][cH:40][cH:41][cH:42][cH:43]4)[c:44]4[cH:45][cH:46][cH:47][cH:48][cH:49]4)[cH:22][cH:23][cH:24][cH:25]3)[cH:18][cH:19]2)[c:8]([Cl:12])[cH:9][c:10]1=[O:11].[CH2:51]([CH2:52][CH3:53])[SH:54].[CH3:61][C:62]#[N:63].[K+:59].[K+:60]>>[CH2:1]([CH2:2][CH2:3][CH3:4])[n:5]1[c:6](=[O:50])[n:7]([CH2:13][c:14]2[cH:15][cH:16][c:17](-[c:20]3[c:21](-[c:26]4[n:27][n:28][n:29][n:30]4[C:31]([c:32]4[cH:33][cH:34][cH:35][cH:36][cH:37]4)([c:38]4[cH:39][cH:40][cH:41][cH:42][cH:43]4)[c:44]4[cH:45][cH:46][cH:47][cH:48][cH:49]4)[cH:22][cH:23][cH:24][cH:25]3)[cH:18][cH:19]2)[c:8]([S:54][CH2:51][CH2:52][CH3:53])[cH:9][c:10]1=[O:11].